This data is from the Open Reaction Database (ORD), a public repository of structured organic reaction records. The task is: describe an organic reaction: reactants, conditions, products, and yield The reactants are C(CCC)C1=NC2=C(C(NCC2)C(=O)OC)N1CC1=CC=C(C=C1)C1=C(C=CC=C1)C1=NN=NN1 (methyl 2-n-butyl-3-[2'-(1H-tetrazol-5-yl)biphenyl-4-yl]methyl-4,5,6,7-tetrahydroimidazo[4,5,c]pyridine-4 -carboxylate), C(C1=CC=CC=C1)(=O)O (benzoic acid), ON1N=NC2=C1C=CC=C2 (N-hydroxybenzotriazole), Cl.C(C)N=C=NCCCN(C)C (1-ethyl-3-(3-dimethylaminopropyl)carbodiimide hydrochloride). The solvent is C(C)N(CC)CC (triethylamine), C(Cl)Cl (methylene chloride). Run at time 8 hour. Product: C(CCC)C1=NC2=C(C(N(CC2)C(C2=CC=CC=C2)=O)C(=O)OC)N1CC1=CC=C(C=C1)C1=C(C=CC=C1)C1=NN=NN1 (methyl 2-butyl-5-benzoyl-3-[2'-(1H-tetrazol-5-yl)biphenyl-4-yl]methyl-4,5,6,7-tetrahydroimidazo[4,5-c]pyridine-4-carboxylate). Yield: 67.4%. Reaction SMILES: [CH2:1]([C:5]1[N:17]([CH2:18][C:19]2[CH:24]=[CH:23][C:22]([C:25]3[CH:30]=[CH:29][CH:28]=[CH:27][C:26]=3[C:31]3[NH:35][N:34]=[N:33][N:32]=3)=[CH:21][CH:20]=2)[C:8]2[CH:9]([C:13]([O:15][CH3:16])=[O:14])[NH:10][CH2:11][CH2:12][C:7]=2[N:6]=1)[CH2:2][CH2:3][CH3:4].[C:36](O)(=[O:43])[C:37]1[CH:42]=[CH:41][CH:40]=[CH:39][CH:38]=1.ON1C2C=CC=CC=2N=N1.Cl.C(N=C=NCCCN(C)C)C>C(N(CC)CC)C.C(Cl)Cl>[CH2:1]([C:5]1[N:17]([CH2:18][C:19]2[CH:24]=[CH:23][C:22]([C:25]3[CH:30]=[CH:29][CH:28]=[CH:27][C:26]=3[C:31]3[NH:35][N:34]=[N:33][N:32]=3)=[CH:21][CH:20]=2)[C:8]2[CH:9]([C:13]([O:15][CH3:16])=[O:14])[N:10]([C:36](=[O:43])[C:37]3[CH:42]=[CH:41][CH:40]=[CH:39][CH:38]=3)[CH2:11][CH2:12][C:7]=2[N:6]=1)[CH2:2][CH2:3][CH3:4] |f:3.4|. Procedure details: A mixture of the compound obtained in Example 3 (361 mg), methylene chloride (10 ml), triethylamine (85 mg), benzoic acid (103 mg), N-hydroxybenzotriazole (114 mg) and 1-ethyl-3-(3-dimethylaminopropyl)carbodiimide hydrochloride (162 mg) is stirred at room temperature overnight. The reaction solution is washed, dried and evaporated to remove the solvent. The resulting oily residue is purified by silica gel column chromatography (solvent; chloroform/methanol=20:1) to give methyl 2-butyl-5-benzoyl-... Reactants: O=C([O-])O, [Li]C, [Na+], C1CCOC1, COc1ccc(CNc2nc(N3CCCC3CO)ncc2C=O)cc1Cl. Yields the product COc1ccc(CNc2nc(N3CCCC3CO)ncc2C(C)O)cc1Cl. Reaction SMILES: [C:29](=[O:30])([O-:31])[OH:32].[CH3:27][Li:28].[Na+:33].[O:34]1[CH2:35][CH2:36][CH2:37][CH2:38]1.[OH:1][CH2:2][CH:3]1[N:4]([c:8]2[n:9][cH:10][c:11]([CH:25]=[O:26])[c:12]([NH:14][CH2:15][c:16]3[cH:17][c:18]([Cl:24])[c:19]([O:22][CH3:23])[cH:20][cH:21]3)[n:13]2)[CH2:5][CH2:6][CH2:7]1>>[OH:1][CH2:2][CH:3]1[N:4]([c:8]2[n:9][cH:10][c:11]([CH:25]([OH:26])[CH3:29])[c:12]([NH:14][CH2:15][c:16]3[cH:17][c:18]([Cl:24])[c:19]([O:22][CH3:23])[cH:20][cH:21]3)[n:13]2)[CH2:5][CH2:6][CH2:7]1. Reactants: COCCOC, O=C(Cl)C(=O)c1cn(Cc2ccc(F)cc2)c2ccccc12, Nc1nncs1. The product is O=C(Nc1nncs1)C(=O)c1cn(Cc2ccc(F)cc2)c2ccccc12. RXN SMILES: [CH3:29][O:30][CH2:31][CH2:32][O:33][CH3:34].[F:1][c:2]1[cH:3][cH:4][c:5]([CH2:6][n:7]2[cH:8][c:9]([C:16]([C:17](=[O:18])[Cl:19])=[O:20])[c:10]3[cH:11][cH:12][cH:13][cH:14][c:15]23)[cH:21][cH:22]1.[NH2:23][c:24]1[s:25][cH:26][n:27][n:28]1>>[F:1][c:2]1[cH:3][cH:4][c:5]([CH2:6][n:7]2[cH:8][c:9]([C:16]([C:17](=[O:18])[NH:23][c:24]3[s:25][cH:26][n:27][n:28]3)=[O:20])[c:10]3[cH:11][cH:12][cH:13][cH:14][c:15]23)[cH:21][cH:22]1.